Dataset: the Open Reaction Database (ORD), a public repository of structured organic reaction records. Task: describe an organic reaction: reactants, conditions, products, and yield Starting materials: ClC=1C=NC(=C(C(=O)O)C1)N1CC(C1)OC1=CC(=CC=C1)F (5-chloro-2-(3-(3-fluorophenoxy)azetidin-1-yl)nicotinic acid), Cl.NCC1=CC=C(C(=O)OC)C=C1 (Methyl 4-(aminomethyl)benzoate hydrochloride). The product is ClC=1C=NC(=C(C(=O)NCC2=CC=C(C(=O)OC)C=C2)C1)N1CC(C1)OC1=CC(=CC=C1)F (methyl 4-((5-chloro-2-(3-(3-fluorophenoxy)azetidin-1-yl)nicotinamido)methyl)benzoate). Isolated yield 76.0%. Reaction SMILES: [Cl:1][C:2]1[CH:3]=[N:4][C:5]([N:11]2[CH2:14][CH:13]([O:15][C:16]3[CH:21]=[CH:20][CH:19]=[C:18]([F:22])[CH:17]=3)[CH2:12]2)=[C:6]([CH:10]=1)[C:7](O)=[O:8].Cl.[NH2:24][CH2:25][C:26]1[CH:35]=[CH:34][C:29]([C:30]([O:32][CH3:33])=[O:31])=[CH:28][CH:27]=1>>[Cl:1][C:2]1[CH:3]=[N:4][C:5]([N:11]2[CH2:14][CH:13]([O:15][C:16]3[CH:21]=[CH:20][CH:19]=[C:18]([F:22])[CH:17]=3)[CH2:12]2)=[C:6]([CH:10]=1)[C:7]([NH:24][CH2:25][C:26]1[CH:27]=[CH:28][C:29]([C:30]([O:32][CH3:33])=[O:31])=[CH:34][CH:35]=1)=[O:8] |f:1.2|. Procedure: The title compound (D157) (55 mg) was prepared according to the experimental procedure described in Description 144 starting from 5-chloro-2-(3-(3-fluorophenoxy)azetidin-1-yl)nicotinic acid (D103) (50 mg, 0.154 mmol) and Methyl 4-(aminomethyl)benzoate hydrochloride (31.24 mg, 0.154 mmol, available at Aldrich#328383). Starting materials: [N+](=O)([O-])C1=C2C(C=3C(=CC=C(C3C(C2=CC=C1)=O)NC(C)=O)Br)=O (5-nitro-4-bromo-1-acetylaminoanthraquinone), [OH-].[K+] (potassium hydroxide), CI (methyl iodide). The reagents and catalysts are [Br-].C(CCC)[N+](CCCC)(CCCC)CCCC (tetra-n-butyl ammonium bromide). Run in ClC1=CC=CC=C1 (monochlorobenzene). Reaction conditions: temperature 30 celsius, time 1 hour. Product: [N+](=O)([O-])C1=C2C(C=3C(=CC=C(C3C(C2=CC=C1)=O)N(C(C)=O)C)Br)=O (5-nitro-4-bromo-N-acetyl-1-methylaminoanthraquinone). Isolated yield 98.0%. RXN SMILES: [N+:1]([C:4]1[CH:17]=[CH:16][CH:15]=[C:14]2[C:5]=1[C:6](=[O:24])[C:7]1[C:8]([Br:23])=[CH:9][CH:10]=[C:11]([NH:19][C:20](=[O:22])[CH3:21])[C:12]=1[C:13]2=[O:18])([O-:3])=[O:2].[OH-].[K+].[CH3:27]I>[Br-].C([N+](CCCC)(CCCC)CCCC)CCC.ClC1C=CC=CC=1>[N+:1]([C:4]1[CH:17]=[CH:16][CH:15]=[C:14]2[C:5]=1[C:6](=[O:24])[C:7]1[C:8]([Br:23])=[CH:9][CH:10]=[C:11]([N:19]([CH3:27])[C:20](=[O:22])[CH3:21])[C:12]=1[C:13]2=[O:18])([O-:3])=[O:2] |f:1.2,4.5|. Procedure: A mixture of 5-nitro-4-bromo-1-acetylaminoanthraquinone (purity 98%, 38.7 g), monochlorobenzene (460 g), tetra-n-butyl ammonium bromide (0.3 g) and 96% potassium hydroxide (12.0 g) was stirred for 1 hour at 30° C., and then methyl iodide (28.4 g) was added at 30° C. over 2 hours. The same after-treatment as in Example 3 was conducted to obtain 5-nitro-4-bromo-N-acetyl-1-methylaminoanthraquinone (39.3 g, purity 92.3%, yield 92.3%).